This data is from the Open Reaction Database (ORD), a public repository of structured organic reaction records. The task is: describe an organic reaction: reactants, conditions, products, and yield Reaction SMILES: [N:1]1([CH2:7][C:8]2[CH:9]=[C:10]([CH:16]=[CH:17][CH:18]=2)[O:11][CH2:12][CH2:13][CH2:14][NH2:15])[CH2:6][CH2:5][CH2:4][CH2:3][CH2:2]1.CS[C:21]1[N:26]=[C:25]([OH:27])[C:24]([N+:28]([O-:30])=[O:29])=[CH:23][N:22]=1>C(O)C>[N+:28]([C:24]1[C:25](=[O:27])[NH:26][C:21]([NH:15][CH2:14][CH2:13][CH2:12][O:11][C:10]2[CH:16]=[CH:17][CH:18]=[C:8]([CH2:7][N:1]3[CH2:6][CH2:5][CH2:4][CH2:3][CH2:2]3)[CH:9]=2)=[N:22][CH:23]=1)([O-:30])=[O:29]. Run in C(C)O (ethanol). The product is [N+](=O)([O-])C=1C(NC(=NC1)NCCCOC1=CC(=CC=C1)CN1CCCCC1)=O (5-Nitro-2-[3-(3-piperidinomethylphenoxy)propylamino]-4(3H)-pyrimidone). Procedure details: A solution of 3-(3-piperidinomethylphenoxy)propylamine (8.20 g; 33.0 mmoles) and 2-methylthio-5-nitro-4-hydroxypyrimidine (6.20 g; 32.5 mmoles) [prepared according to the procedure described in U.S. Pat. No. 4,241,056] in 35 ml of ethanol was stirred at reflux temperature for 18 hours. The reaction mixture was evaporated under reduced pressure, and the residue was placed on 250 g of silica gel (230-400 mesh) and chromatographed by flash chromatography using a gradient elution of methanol-methyle... Starting materials: N1(CCCCC1)CC=1C=C(OCCCN)C=CC1 (3-(3-piperidinomethylphenoxy)propylamine), CSC1=NC=C(C(=N1)O)[N+](=O)[O-] (2-methylthio-5-nitro-4-hydroxypyrimidine). The reactants are [OH-].[Na+] (sodium hydroxide), P(=O)(O)(O)O.NC(=N)N (guanidine dihydrogen phosphate), C=O (paraformaldehyde). Run in CO (methanol). Product: C(O)(O)=O.NC(=N)N (guanidine carbonate), P(O)(O)(O)=O (phosphoric acid). The yield is 85.0%. As a reaction SMILES: [CH2:1]=[O:2].[OH-:3].[Na+].[P:5]([OH:9])([OH:8])([OH:7])=[O:6].[NH2:10][C:11]([NH2:13])=[NH:12]>CO>[C:1](=[O:6])([OH:3])[OH:2].[NH2:12][C:11]([NH2:13])=[NH:10].[P:5](=[O:6])([OH:9])([OH:8])[OH:7] |f:1.2,3.4,6.7|. Procedure details: 189 grams of paraformaldehyde (6 moles) were dissolved in the heat in 298 grams of methanol with 1 gram of sodium hydroxide. Then there were added 2 moles of a hot, concentrated guanidine dihydrogen phosphate solution, which was previously produced from 180 grams of guanidine carbonate (1 mole) and 231 grams of 85% phosphoric acid (2 moles). After about one hour of boiling at reflux there was formed a clear solution to which there were added a further 2 moles of the previously described concentr... The reactants are [BH4-], C#CCC12CCC3C(CCC4=CC(=O)CCC43C)C1CCC2C(C)=O, CC(=O)O, CO, [Na+]. Product: C#CCC12CCC3C(CCC4=CC(=O)CCC43C)C1CCC2C(C)O. As a reaction SMILES: [BH4-:26].[C:1](#[CH:2])[CH2:3][C:4]12[CH2:5][CH2:6][CH:7]3[C:8]4([CH3:25])[CH2:9][CH2:10][C:11](=[O:24])[CH:12]=[C:13]4[CH2:14][CH2:15][CH:16]3[CH:17]1[CH2:18][CH2:19][CH:20]2[C:21]([CH3:22])=[O:23].[CH3:28][C:29](=[O:30])[OH:31].[CH3:32][OH:33].[Na+:27]>>[C:1](#[CH:2])[CH2:3][C:4]12[CH2:5][CH2:6][CH:7]3[C:8]4([CH3:25])[CH2:9][CH2:10][C:11](=[O:24])[CH:12]=[C:13]4[CH2:14][CH2:15][CH:16]3[CH:17]1[CH2:18][CH2:19][CH:20]2[CH:21]([CH3:22])[OH:23]. Starting materials: ClC=1C=CC(=C(C1)CN1C[C@@H](N(CC1)C(=O)OC(C)(C)C)CC)OCC(=O)OC(C)(C)C ((2S)-4-[[5-chloro-2-[2-(1,1-dimethylethoxy)-2-oxoethoxy]phenyl]methyl]-2-ethyl-1-piperazinecarboxylic Acid, 1,1-Dimethylethyl Ester), FC(C(=O)O)(F)F (trifluoroacetic acid), C1(=CC=CC=C1)C (Toluene). Run in ClCCl (dichloromethane). Conditions: time 24 hour. The product is FC(C(=O)O)(F)F.ClC1=CC(=C(OCC(=O)OC(C)(C)C)C=C1)CN1C[C@@H](NCC1)CC ([4-Chloro-2-[[(3S)-3-ethyl-1-piperazinyl]methyl]phenoxy]-acetic Acid, 1,1-dimethylethyl Ester Trifluoroacetate Salt). Reaction SMILES: [Cl:1][C:2]1[CH:3]=[CH:4][C:5]([O:24][CH2:25][C:26]([O:28][C:29]([CH3:32])([CH3:31])[CH3:30])=[O:27])=[C:6]([CH2:8][N:9]2[CH2:14][CH2:13][N:12](C(OC(C)(C)C)=O)[C@@H:11]([CH2:22][CH3:23])[CH2:10]2)[CH:7]=1.[F:33][C:34]([F:39])([F:38])[C:35]([OH:37])=[O:36].C1(C)C=CC=CC=1>ClCCl>[F:33][C:34]([F:39])([F:38])[C:35]([OH:37])=[O:36].[Cl:1][C:2]1[CH:3]=[CH:4][C:5]([O:24][CH2:25][C:26]([O:28][C:29]([CH3:32])([CH3:31])[CH3:30])=[O:27])=[C:6]([CH2:8][N:9]2[CH2:14][CH2:13][NH:12][C@@H:11]([CH2:22][CH3:23])[CH2:10]2)[CH:7]=1 |f:4.5|. Procedure: To a solution of the product from example 69 part e) (2 g) in dichloromethane (100 ml) was added trifluoroacetic acid (100 ml). The mixture was stirred at RT for 24 h. Toluene (100 ml) was added and reaction was concentrated (bath temp <40° C.) in vacuo to give the sub-titled compound as a yellow oil (3.10 g). Starting materials: O=C([O-])[O-], COc1ccc(S)cc1OC, CO, COC(=O)C1=C(Cl)C(=CCCc2ccccc2)CC1, [K+], [K+], O. The product is COC(=O)C1=C(Sc2ccc(OC)c(OC)c2)C(=CCCc2ccccc2)CC1. Reaction SMILES: [C:31](=[O:32])([O-:33])[O-:34].[CH3:20][O:21][c:22]1[cH:23][c:24]([SH:30])[cH:25][cH:26][c:27]1[O:28][CH3:29].[CH3:38][OH:39].[Cl:1][C:2]1=[C:3]([C:16](=[O:17])[O:18][CH3:19])[CH2:4][CH2:5][C:6]1=[CH:7][CH2:8][CH2:9][c:10]1[cH:11][cH:12][cH:13][cH:14][cH:15]1.[K+:35].[K+:36].[OH2:37]>>[C:2]1([S:30][c:24]2[cH:23][c:22]([O:21][CH3:20])[c:27]([O:28][CH3:29])[cH:26][cH:25]2)=[C:3]([C:16](=[O:17])[O:18][CH3:19])[CH2:4][CH2:5][C:6]1=[CH:7][CH2:8][CH2:9][c:10]1[cH:11][cH:12][cH:13][cH:14][cH:15]1.